From a dataset of the Open Reaction Database (ORD), a public repository of structured organic reaction records. describe an organic reaction: reactants, conditions, products, and yield The reactants are C=CCn1cnc2c1c(=O)n(C)c(=O)n2CCCC, C1CCOC1, C[Si](C)(C)[N-][Si](C)(C)C, [Li+], CN(C)C=O. Product: C=CCn1c(C=O)nc2c1c(=O)n(C)c(=O)n2CCCC. RXN SMILES: [CH2:1]([CH2:2][CH2:3][CH3:4])[n:5]1[c:6](=[O:19])[n:7]([CH3:18])[c:8](=[O:17])[c:9]2[n:10]([CH2:14][CH:15]=[CH2:16])[cH:11][n:12][c:13]12.[CH2:35]1[O:36][CH2:37][CH2:38][CH2:39]1.[CH3:21][Si:22]([N-:23][Si:24]([CH3:25])([CH3:26])[CH3:27])([CH3:28])[CH3:29].[Li+:20].[O:30]=[CH:31][N:32]([CH3:33])[CH3:34]>>[CH2:1]([CH2:2][CH2:3][CH3:4])[n:5]1[c:6](=[O:19])[n:7]([CH3:18])[c:8](=[O:17])[c:9]2[n:10]([CH2:14][CH:15]=[CH2:16])[c:11]([CH:31]=[O:30])[n:12][c:13]12.